This data is from the Open Reaction Database (ORD), a public repository of structured organic reaction records. The task is: describe an organic reaction: reactants, conditions, products, and yield Starting materials: C(C1=CC=CC=C1)O[C@@H]1[C@@]2(CO[C@]([C@@H]([C@H]1OCC1=CC=CC=C1)OCC1=CC=CC=C1)(O2)C2=CC(=C(C=C2)Cl)CC2=C(C(=C(C=C2)OCC)F)F)C(C)(C)O (2-[(1S,2S,3S,4R,5S)-2,3,4-tribenzyloxy-5-[4-chloro-3-[(4-ethoxy-2,3-difluoro-phenyl)methyl]phenyl]-6,8-dioxabicyclo[3.2.1]octan-1-yl]propan-2-ol), ClC1=C(C=CC=C1)Cl (o-dichlorobenzene). Procedure details: To a solution of 2-[(1S,2S,3S,4R,5S)-2,3,4-tribenzyloxy-5-[4-chloro-3-[(4-ethoxy-2,3-difluoro-phenyl)methyl]phenyl]-6,8-dioxabicyclo[3.2.1]octan-1-yl]propan-2-ol 24c (250 mg, 0.32 mmol) in a methanol/tetrahydrofuran mixture (v/v=4/1, 10 mL) were added o-dichlorobenzene (0.18 mL, 1.62 mmol) and 10% Pd/C (100 mg, 0.09 mmol) at room temperature. The mixture was stirred at room temperature under H2 for 4 hours and filtered. The filtrate was concentrated in vacuo and the residue was purified by silic... Run at time 4 hour. Yield: 99.8%. RXN SMILES: C([O:8][C@H:9]1[C@H:15]([O:16]CC2C=CC=CC=2)[C@@H:14]([O:24]CC2C=CC=CC=2)[C@:13]2([C:33]3[CH:38]=[CH:37][C:36]([Cl:39])=[C:35]([CH2:40][C:41]4[CH:46]=[CH:45][C:44]([O:47][CH2:48][CH3:49])=[C:43]([F:50])[C:42]=4[F:51])[CH:34]=3)[O:32][C@@:10]1([C:52]([OH:55])([CH3:54])[CH3:53])[CH2:11][O:12]2)C1C=CC=CC=1.ClC1C=CC=CC=1Cl>[Pd].CO.O1CCCC1>[Cl:39][C:36]1[CH:37]=[CH:38][C:33]([C@@:13]23[O:32][C@@:10]([C:52]([OH:55])([CH3:53])[CH3:54])([CH2:11][O:12]2)[C@@H:9]([OH:8])[C@H:15]([OH:16])[C@H:14]3[OH:24])=[CH:34][C:35]=1[CH2:40][C:41]1[CH:46]=[CH:45][C:44]([O:47][CH2:48][CH3:49])=[C:43]([F:50])[C:42]=1[F:51] |f:3.4|. Reagents/catalysts: [Pd] (Pd/C). The solvent is CO.O1CCCC1 (methanol tetrahydrofuran). Product: ClC1=C(C=C(C=C1)[C@]12[C@@H]([C@H]([C@@H]([C@](CO1)(O2)C(C)(C)O)O)O)O)CC2=C(C(=C(C=C2)OCC)F)F ((1S,2S,3S,4R,5S)-5-[4-chloro-3-[(4-ethoxy-2,3-difluoro-phenyl)methyl]phenyl]-1-(1-hydroxy-1-methyl-ethyl)-6,8-dioxabicyclo[3.2.1]octane-2,3,4-triol).